This data is from the Open Reaction Database (ORD), a public repository of structured organic reaction records. The task is: describe an organic reaction: reactants, conditions, products, and yield Reactants: C(CCC)[C@@H]1C(NCC(N1)=O)=O ((3R)-3-Butyl-2,5-piperazinedione), [H-].[Al+3].[Li+].[H-].[H-].[H-] (lithium aluminum hydride). Solvent: C1CCOC1 (THF). Reaction conditions: time 1 hour. Yields the product C(CCC)[C@H]1NCCNC1 ((2R)-2-Butylpiperazine). Reaction SMILES: [CH2:1]([C@H:5]1[NH:10][C:9](=O)[CH2:8][NH:7][C:6]1=O)[CH2:2][CH2:3][CH3:4].[H-].[Al+3].[Li+].[H-].[H-].[H-]>C1COCC1>[CH2:1]([C@@H:5]1[CH2:6][NH:7][CH2:8][CH2:9][NH:10]1)[CH2:2][CH2:3][CH3:4] |f:1.2.3.4.5.6|. Procedure: To a cooled to −78° C. solution of (3R)-3-butyl-2,5-piperazinedione from step (b) above (600 mg, 2.52 mmol) in THF (10 mL) was added dropwise lithium aluminum hydride (21 mL, 21.1 mmol, 1 M in THF, Aldrich). The mixture was stirred at room temperature for 1 h, and then heated at reflux for 16 h. The mixture was cooled to 0° C. and quenched with sodium sulfate decahydrate until the gas evolution ceased. The mixture was stirred at room temperature for 3 h, filtered and the filter cake was washed w...